From a dataset of the Open Reaction Database (ORD), a public repository of structured organic reaction records. describe an organic reaction: reactants, conditions, products, and yield The reactants are Cc1nc2sccn2c1C(=O)NCC1NCC2CC(C)CC21, Cc1cccc(-c2sc(N)nc2C(=O)O)c1. Product: Cc1cccc(-c2sc(N)nc2C(=O)N2CC3CC(C)CC3C2CNC(=O)c2c(C)nc3sccn23)c1. As a reaction SMILES: [CH3:1][CH:2]1[CH2:3][CH:4]2[CH2:5][NH:6][CH:7]([CH2:10][NH:11][C:12](=[O:13])[c:14]3[c:15]([CH3:22])[n:16][c:17]4[s:18][cH:19][cH:20][n:21]34)[CH:8]2[CH2:9]1.[NH2:23][c:24]1[s:25][c:26](-[c:32]2[cH:33][c:34]([CH3:38])[cH:35][cH:36][cH:37]2)[c:27]([C:29](=[O:30])[OH:31])[n:28]1>>[CH3:1][CH:2]1[CH2:3][CH:4]2[CH2:5][N:6]([C:29]([c:27]3[c:26](-[c:32]4[cH:33][c:34]([CH3:38])[cH:35][cH:36][cH:37]4)[s:25][c:24]([NH2:23])[n:28]3)=[O:30])[CH:7]([CH2:10][NH:11][C:12](=[O:13])[c:14]3[c:15]([CH3:22])[n:16][c:17]4[s:18][cH:19][cH:20][n:21]34)[CH:8]2[CH2:9]1. The reactants are C(C)(C)C=1C=C(C=O)C=C(C1OC)C(C)C (3,5-Diisopropyl-4-methoxybenzaldehyde), ClC1=CC=C2CC(NC2=C1)=O (6-chloro-2-oxindole). Yields the product ClC1=CC=C2C(C(NC2=C1)=O)=CC1=CC(=C(C(=C1)C(C)C)OC)C(C)C (6-chloro-3-(3,5-diisopropyl-4-methoxybenzylidene)-1,3-dihydroindol-2-one). As a reaction SMILES: [CH:1]([C:4]1[CH:5]=[C:6]([CH:9]=[C:10]([CH:14]([CH3:16])[CH3:15])[C:11]=1[O:12][CH3:13])[CH:7]=O)([CH3:3])[CH3:2].[Cl:17][C:18]1[CH:26]=[C:25]2[C:21]([CH2:22][C:23](=[O:27])[NH:24]2)=[CH:20][CH:19]=1>>[Cl:17][C:18]1[CH:26]=[C:25]2[C:21]([C:22](=[CH:7][C:6]3[CH:5]=[C:4]([CH:1]([CH3:3])[CH3:2])[C:11]([O:12][CH3:13])=[C:10]([CH:14]([CH3:16])[CH3:15])[CH:9]=3)[C:23](=[O:27])[NH:24]2)=[CH:20][CH:19]=1. Reported procedure: 3,5-Diisopropyl-4-methoxybenzaldehyde was condensed with 6-chloro-2-oxindole to give 0.3 g of 6-chloro-3-(3,5-diisopropyl-4-methoxybenzylidene)-1,3-dihydroindol-2-one as a yellow-orange solid.